Dataset: the Open Reaction Database (ORD), a public repository of structured organic reaction records. Task: describe an organic reaction: reactants, conditions, products, and yield Reactants: BrC=1C=C2C=NN=C(C2=CC1)Cl (6-bromo-1-chloro-phthalazine), CN(C)C=O (DMF). Solvent: C(C)(=O)OCC (ethyl acetate). The product is Hexanes EtOAc, BrC=1C=C2C=NN=C(C2=CC1)N(C)C ((6-Bromo-phthalazin-1-yl)-dimethyl-amine). Reaction SMILES: [Br:1][C:2]1[CH:3]=[C:4]2[C:9](=[CH:10][CH:11]=1)[C:8](Cl)=[N:7][N:6]=[CH:5]2.[CH3:13][N:14](C=O)[CH3:15]>C(OCC)(=O)C>[Br:1][C:2]1[CH:3]=[C:4]2[C:9](=[CH:10][CH:11]=1)[C:8]([N:14]([CH3:15])[CH3:13])=[N:7][N:6]=[CH:5]2. Reported procedure: A solution of 6-bromo-1-chloro-phthalazine (2 g) and dimethylamino (8 mL, 2M solution in THF) in DMF (30 mL) was stirred at 85° C. for 3 h. The reaction was then diluted with ethyl acetate (100 mL) and washed with water (2×100 mL), and brine (100 mL). Column chromatography (Hexanes/EtOAc) afforded the desired product (1.0 g) as a brown solid. TLC Rf 0.3 (EA). 1H-NMR (CDCl3) δ: 3.21 (s, 6H), 7.86 (dd, 1H), 7.95 (d, 1H), 7.99 (d, 1H), 8.99 (s, 1H).